This data is from the Open Reaction Database (ORD), a public repository of structured organic reaction records. The task is: describe an organic reaction: reactants, conditions, products, and yield The reactants are C1(CC1)NS(=O)(=O)C1=C(C(=CC=C1Cl)[N+](=O)[O-])Cl (N-cyclopropyl-2,6-dichloro-3-nitrobenzenesulfonamide), [H-].[Na+] (NaH), O (water). The product is C1(CC1)NS(=O)(=O)C1=C(C(=CC=C1Cl)[N+](=O)[O-])O (N-cyclopropyl-6-chloro-2-hydroxy-3-nitrobenzenesulfonamide). Yield: 68.3%. RXN SMILES: [CH:1]1([NH:4][S:5]([C:8]2[C:13]([Cl:14])=[CH:12][CH:11]=[C:10]([N+:15]([O-:17])=[O:16])[C:9]=2Cl)(=[O:7])=[O:6])[CH2:3][CH2:2]1.[H-].[Na+].[OH2:21]>>[CH:1]1([NH:4][S:5]([C:8]2[C:13]([Cl:14])=[CH:12][CH:11]=[C:10]([N+:15]([O-:17])=[O:16])[C:9]=2[OH:21])(=[O:7])=[O:6])[CH2:3][CH2:2]1 |f:1.2|. Procedure details: Following the general hydrolysis procedure outlined in example 15, N-cyclopropyl-2,6-dichloro-3-nitrobenzenesulfonamide (1.15 g, 3.70 mmol), 60% NaH (444 mg, 11.1 mmol) and water (67 μL, 3.70 mmol) were reacted to form the desired product (740 mg, 68%). 1H NMR (MeOD-d4): δ 8.06 (d, 1H), 7.24 (d, 1H), 2.29 (m, 1H), 0.60 (m, 4H). Reactants: ClC=1C=C(C=CC1F)NC=1C2=C(N=CN1)NC(C2)=O (4-(3-chloro-4-fluoro-phenylamino)-5,7-dihydro-pyrrolo[2,3-d]pyrimidin-6-one), CC1=C(NC(=C1C(=O)N1CCN(CC1)C)C)C=O (3,5-dimethyl-4-(4-methyl-piperazine-1-carbonyl)-1H-pyrrole-2-carbaldehyde). The reagents and catalysts are N1CCCCC1 (piperidine). The solvent is C(C)O (ethanol). Conditions: time 4 day. Product: ClC=1C=C(C=CC1F)NC=1C2=C(N=CN1)NC(C2=CC=2NC(=C(C2C)C(=O)N2CCN(CC2)C)C)=O (4-(3-Chloro-4-fluoro-phenylamino)-5-[3,5-dimethyl-4-(4-methyl-piperazine-1-carbonyl)-1H-pyrrol-2-yl-methylene]-5,7-dihydro-pyrrolo[2,3-D]pyrimidin-6-one). The yield is 80.0%. RXN SMILES: [Cl:1][C:2]1[CH:3]=[C:4]([NH:9][C:10]2[C:11]3[CH2:18][C:17](=[O:19])[NH:16][C:12]=3[N:13]=[CH:14][N:15]=2)[CH:5]=[CH:6][C:7]=1[F:8].[CH3:20][C:21]1[C:25]([C:26]([N:28]2[CH2:33][CH2:32][N:31]([CH3:34])[CH2:30][CH2:29]2)=[O:27])=[C:24]([CH3:35])[NH:23][C:22]=1[CH:36]=O>N1CCCCC1.C(O)C>[Cl:1][C:2]1[CH:3]=[C:4]([NH:9][C:10]2[C:11]3[C:18](=[CH:36][C:22]4[NH:23][C:24]([CH3:35])=[C:25]([C:26]([N:28]5[CH2:29][CH2:30][N:31]([CH3:34])[CH2:32][CH2:33]5)=[O:27])[C:21]=4[CH3:20])[C:17](=[O:19])[NH:16][C:12]=3[N:13]=[CH:14][N:15]=2)[CH:5]=[CH:6][C:7]=1[F:8]. Reported procedure: A mixture of 4-(3-chloro-4-fluoro-phenylamino)-5,7-dihydro-pyrrolo[2,3-d]pyrimidin-6-one (70 mg, 0.25 mmol), 3,5-dimethyl-4-(4-methyl-piperazine-1-carbonyl)-1H-pyrrole-2-carbaldehyde (74.8 mg, 0.3 mmol) and piperidine (3 drops) in ethanol (2 mL) was stirred at room temperature for 4 days. The precipitate was collected by vacuum filtration, washed with ethanol and dried to give 102 mg (80%) of the title compound. 1H NMR (360 MHz, DMSO-d6) δ 13.27 (br s, 1H, NH), 11.66 (br s, 1H, NH), 9.12 (br s, ... Reactants: [OH-].[Na+] (sodium hydroxide), C[Sn](C)(C)N=[N+]=[N-] (trimethyltin azide), ClC1=CC=C2C=CC(=NC2=C1)COC1=CC2=C(OCC3=C(C2=O)C=CC(=C3)C#N)C=C1 (2-(7-chloroquinolin-2-yl)methoxy-8-cyano-11-oxo-6,11-dihydrodibenz[b,e]oxepine), Cl (hydrochloric acid). The solvent is C=1(C(=CC=CC1)C)C (xylene). Yields the product ClC1=CC=C2C=CC(=NC2=C1)COC1=CC2=C(OCC3=C(C2=O)C=CC(=C3)C3=NN=NN3)C=C1 (2-(7-Chloroquinolin-2-yl)methoxy-11-oxo-8-(tetrazol-5-yl)-6,11-dihydrodibenz[b,e]oxepine). The yield is 106.1%. Reaction SMILES: C[Sn]([N:5]=[N+:6]=[N-:7])(C)C.[Cl:8][C:9]1[CH:18]=[C:17]2[C:12]([CH:13]=[CH:14][C:15]([CH2:19][O:20][C:21]3[CH:38]=[CH:37][C:24]4[O:25][CH2:26][C:27]5[CH:34]=[C:33]([C:35]#[N:36])[CH:32]=[CH:31][C:28]=5[C:29](=[O:30])[C:23]=4[CH:22]=3)=[N:16]2)=[CH:11][CH:10]=1.Cl.[OH-].[Na+]>C1(C)C(C)=CC=CC=1>[Cl:8][C:9]1[CH:18]=[C:17]2[C:12]([CH:13]=[CH:14][C:15]([CH2:19][O:20][C:21]3[CH:38]=[CH:37][C:24]4[O:25][CH2:26][C:27]5[CH:34]=[C:33]([C:35]6[NH:36][N:7]=[N:6][N:5]=6)[CH:32]=[CH:31][C:28]=5[C:29](=[O:30])[C:23]=4[CH:22]=3)=[N:16]2)=[CH:11][CH:10]=1 |f:3.4|. Procedure details: 1.03 g of trimethyltin azide was added to 1.07 g of 2-(7-chloroquinolin-2-yl)methoxy-8-cyano-11-oxo-6,11-dihydrodibenz[b,e]oxepine obtained by the same method as in Reference example 34 suspended in 30 ml of xylene and the mixture was refluxed under heating for 13 hours. 1 ml of conc. hydrochloric acid was added to the reaction mixture, the mixture was adjusted to about pH 4 with a 1N-sodium hydroxide aqueous solution and crystals precipitated were collected by filtration. The crystals were diss... Starting materials: SCC1SC(OC1)(CCC(=O)OCC)CCC(=O)OCC (Diethyl 4-(mercaptomethyl)-1,3-oxathiolane-2,2-dipropanoate), O(C1=CC=CC=C1)CCCBr (3-phenoxy-1-bromopropane), C([O-])([O-])=O.[K+].[K+] (potassium carbonate). The solvent is C(C)C(=O)C (methyl ethyl ketone). Yields the product O(C1=CC=CC=C1)CCCSCC1SC(OC1)(CCC(=O)OCC)CCC(=O)OCC (Diethyl 4-[[(3-phenoxypropyl)thio]methyl]-1,3-oxathiolane-2,2-dipropanoate). Isolated yield 95.6%. RXN SMILES: [SH:1][CH2:2][CH:3]1[CH2:7][O:6][C:5]([CH2:15][CH2:16][C:17]([O:19][CH2:20][CH3:21])=[O:18])([CH2:8][CH2:9][C:10]([O:12][CH2:13][CH3:14])=[O:11])[S:4]1.[O:22]([CH2:29][CH2:30][CH2:31]Br)[C:23]1[CH:28]=[CH:27][CH:26]=[CH:25][CH:24]=1.C(=O)([O-])[O-].[K+].[K+]>C(C(C)=O)C>[O:22]([CH2:29][CH2:30][CH2:31][S:1][CH2:2][CH:3]1[CH2:7][O:6][C:5]([CH2:8][CH2:9][C:10]([O:12][CH2:13][CH3:14])=[O:11])([CH2:15][CH2:16][C:17]([O:19][CH2:20][CH3:21])=[O:18])[S:4]1)[C:23]1[CH:28]=[CH:27][CH:26]=[CH:25][CH:24]=1 |f:2.3.4|. Procedure details: The product of Example 1 (2.0 g, 0.006 mol) and 3-phenoxy-1-bromopropane (1.3 g, 0.006 mol) were dissolved in methyl ethyl ketone (20 ml). Anhydrous potassium carbonate (2.5 g) was added and the reaction was run and worked up as described in the procedure of Example 2. Chromotography of the resulting oil on silica gel using 15% ethyl acetate/hexane as eluent gave 2.70 g (96%) of the title compound as an oil. As a reaction SMILES: [C:1]([O:7]C(=O)C(C)(C)C)(=[O:6])[C:2]([CH3:5])([CH3:4])[CH3:3].[C-]#N.[Na+].[CH3:17][Si:18](C#N)([CH3:20])[CH3:19]>>[CH3:17][Si:18]([O:7][C:1](=[O:6])[C:2]([CH3:5])([CH3:4])[CH3:3])([CH3:20])[CH3:19] |f:1.2|. Starting materials: C(C(C)(C)C)(=O)OC(C(C)(C)C)=O (pivalic acid anhydride), [C-]#N.[Na+] (sodium cyanide), C[Si](C)(C)C#N (trimethylsilyl cyanide). Procedure: 93 g (0.5 mol) of pivalic acid anhydride and 1 g of sodium cyanide are initially introduced and 49.5 g (0.5 mol) of trimethylsilyl cyanide are added dropwise. The reaction mixture is worked up by distillation. Yield: 56 g of pivaloyl cyanide (=98.9% of theory). Boiling point: 121°-125° C. In addition, pivalic acid-trimethylsilyl ester is obtained in a corresponding amount (98% of theory). The product is C[Si](C)(C)OC(C(C)(C)C)=O (pivalic acid-trimethylsilyl ester). As a reaction SMILES: C1(C)C=CC(NC2C=C(C(O)=O)C(NC3C=CC(C)=CC=3)=CC=2C(O)=O)=CC=1.Cl[C:30]1[CH:31]=[C:32]([CH:54]=[CH:55][CH:56]=1)[NH:33][C:34]1[CH:42]=[C:41]([C:43]([OH:45])=O)[C:40]([NH:46][C:47]2[CH:52]=[CH:51][CH:50]=[C:49](Cl)[CH:48]=2)=[CH:39][C:35]=1[C:36](O)=[O:37]>>[CH:50]1[CH:51]=[C:52]2[C:43]([C:41]3[C:40]([NH:46][C:47]2=[CH:48][CH:49]=1)=[CH:39][C:35]1[C:36]([C:31]2[C:32]([NH:33][C:34]=1[CH:42]=3)=[CH:54][CH:55]=[CH:56][CH:30]=2)=[O:37])=[O:45]. The product is C1=CC=C2C(=C1)C(=O)C3=CC4=C(C=C3N2)C(=O)C5=CC=CC=C5N4 (quinacridone). Conditions: temperature 125 celsius, time 40 minute. The reactants are polyphosphoric acid, C1(=CC=C(C=C1)NC1=C(C(=O)O)C=C(C(=C1)C(=O)O)NC1=CC=C(C=C1)C)C (2,5-di(4-toluidino)terephthalic acid), ClC=1C=C(NC2=C(C(=O)O)C=C(C(=C2)C(=O)O)NC2=CC(=CC=C2)Cl)C=CC1 (2,5-di(3-chloroanilino)terephthalic acid). Procedure details: A stirred vessel is charged with 1000 parts of polyphosphoric acid containing 85.0% P2O5. Then 150 parts of 2,5-di(4-toluidino)terephthalic acid and 50 parts of 2,5-di(3-chloroanilino)terephthalic acid are introduced at 90° C. with stirring over 40 minutes. During this addition the temperature rises to 103° C. The mixture is heated at 125° C. and stirred at 125° C. for 1.5 hours during which ring closure takes place to form the quinacridone. The reaction mixture is then metered into a toothed-di...